Dataset: the Open Reaction Database (ORD), a public repository of structured organic reaction records. Task: describe an organic reaction: reactants, conditions, products, and yield As a reaction SMILES: [C:1]([Si:2]([CH3:3])([CH3:4])[O:6][c:7]1[c:8]([NH:13][C:14]([c:15]2[cH:16][cH:17][c:18]([CH2:21][S:22][c:23]3[n:24][c:25]4[c:26]([nH:27]3)[cH:28][cH:29][c:30]([O:32][CH3:33])[cH:31]4)[cH:19][cH:20]2)=[O:34])[cH:9][cH:10][cH:11][cH:12]1)([CH3:5])([CH3:35])[CH3:36].[CH2:38]([N+:39]([CH2:40][CH2:41][CH2:42][CH3:43])([CH2:44][CH2:45][CH2:46][CH3:47])[CH2:48][CH2:49][CH2:50][CH3:51])[CH2:52][CH2:53][CH3:54].[CH2:55]1[O:56][CH2:57][CH2:58][CH2:59]1.[F-:37]>>[OH:6][c:7]1[c:8]([NH:13][C:14]([c:15]2[cH:16][cH:17][c:18]([CH2:21][S:22][c:23]3[n:24][c:25]4[c:26]([nH:27]3)[cH:28][cH:29][c:30]([O:32][CH3:33])[cH:31]4)[cH:19][cH:20]2)=[O:34])[cH:9][cH:10][cH:11][cH:12]1. The reactants are COc1ccc2[nH]c(SCc3ccc(C(=O)Nc4ccccc4O[Si](C)(C)C(C)(C)C)cc3)nc2c1, CCCC[N+](CCCC)(CCCC)CCCC, C1CCOC1, [F-]. Product: COc1ccc2[nH]c(SCc3ccc(C(=O)Nc4ccccc4O)cc3)nc2c1. Reactants: COC(=O)c1ccc2c(c1)CCC1C2CCC2(C)C(=O)CC(CCC(=O)Nc3ncc(C)s3)C12, CO, [Li+], [OH-], O. The product is Cc1cnc(NC(=O)CCC2CC(=O)C3(C)CCC4c5ccc(C(=O)O)cc5CCC4C23)s1. Reaction SMILES: [CH3:1][O:2][C:3](=[O:4])[c:5]1[cH:6][c:7]2[c:20]([cH:21][cH:22]1)[CH:19]1[CH:10]([CH2:9][CH2:8]2)[CH:11]2[CH:12]([CH2:24][CH2:25][C:26](=[O:27])[NH:28][c:29]3[s:30][c:31]([CH3:34])[cH:32][n:33]3)[CH2:13][C:14](=[O:23])[C:15]2([CH3:16])[CH2:17][CH2:18]1.[CH3:37][OH:38].[Li+:36].[OH-:35].[OH2:39]>>[O:2]=[C:3]([OH:4])[c:5]1[cH:6][c:7]2[c:20]([cH:21][cH:22]1)[CH:19]1[CH:10]([CH2:9][CH2:8]2)[CH:11]2[CH:12]([CH2:24][CH2:25][C:26](=[O:27])[NH:28][c:29]3[s:30][c:31]([CH3:34])[cH:32][n:33]3)[CH2:13][C:14](=[O:23])[C:15]2([CH3:16])[CH2:17][CH2:18]1. The reactants are CCOC(=O)c1ccc2ncc(C#N)c(Cl)c2c1, [Na+], [Na+], O=C([O-])[O-], c1ccc(P(c2ccccc2)(c2ccccc2)[Pd](P(c2ccccc2)(c2ccccc2)c2ccccc2)(P(c2ccccc2)(c2ccccc2)c2ccccc2)P(c2ccccc2)(c2ccccc2)c2ccccc2)cc1, OB(O)c1cccnc1. Product: CCOC(=O)c1ccc2ncc(C#N)c(-c3cccnc3)c2c1. RXN SMILES: [CH2:1]([CH3:2])[O:3][C:4](=[O:5])[c:6]1[cH:7][c:8]2[c:9]([Cl:18])[c:10]([C:16]#[N:17])[cH:11][n:12][c:13]2[cH:14][cH:15]1.[Na+:28].[Na+:29].[O-:30][C:31](=[O:32])[O-:33].[cH:34]1[cH:35][cH:36][c:37]([P:38]([Pd:39]([P:40]([c:41]2[cH:42][cH:43][cH:44][cH:45][cH:46]2)([c:47]2[cH:48][cH:49][cH:50][cH:51][cH:52]2)[c:53]2[cH:54][cH:55][cH:56][cH:57][cH:58]2)([P:59]([c:60]2[cH:61][cH:62][cH:63][cH:64][cH:65]2)([c:66]2[cH:67][cH:68][cH:69][cH:70][cH:71]2)[c:72]2[cH:73][cH:74][cH:75][cH:76][cH:77]2)[P:78]([c:79]2[cH:80][cH:81][cH:82][cH:83][cH:84]2)([c:85]2[cH:86][cH:87][cH:88][cH:89][cH:90]2)[c:91]2[cH:92][cH:93][cH:94][cH:95][cH:96]2)([c:97]2[cH:98][cH:99][cH:100][cH:101][cH:102]2)[c:103]2[cH:104][cH:105][cH:106][cH:107][cH:108]2)[cH:109][cH:110]1.[n:19]1[cH:20][c:21]([B:25]([OH:26])[OH:27])[cH:22][cH:23][cH:24]1>>[CH2:1]([CH3:2])[O:3][C:4](=[O:5])[c:6]1[cH:7][c:8]2[c:9](-[c:21]3[cH:20][n:19][cH:24][cH:23][cH:22]3)[c:10]([C:16]#[N:17])[cH:11][n:12][c:13]2[cH:14][cH:15]1. The reactants are resultant mixture, FC1=CC=C(C=C1)CC1=CN=C2C(=C(C(N(C2=C1)CC=1C=NC=CC1)=O)C(=O)NC1CCSCC1)O (7-[(4-fluorophenyl)methyl]-4-hydroxy-2-oxo-1-(3-pyridinylmethyl)-N-(tetrahydro-2H-thiopyran-4-yl)-1,2-dihydro-1,5-naphthyridine-3-carboxamide), OOS(=O)[O-].[K+] (Oxone). The solvent is CO (methanol), O (water). Product: O=S1(CCC(CC1)NC(=O)C=1C(N(C2=CC(=CN=C2C1O)CC1=CC=C(C=C1)F)CC=1C=NC=CC1)=O)=O (N-(1,1-Dioxidotetrahydro-2H-thiopyran-4-yl)-7-[(4-fluorophenyl)methyl]-4-hydroxy-2-oxo-1-(3-pvridinylmethyl)-1,2-dihydro-1,5-naphthyridine-3-carboxamide). Yield: 37.3%. As a reaction SMILES: [F:1][C:2]1[CH:7]=[CH:6][C:5]([CH2:8][C:9]2[CH:18]=[C:17]3[C:12]([C:13]([OH:36])=[C:14]([C:27]([NH:29][CH:30]4[CH2:35][CH2:34]S[CH2:32][CH2:31]4)=[O:28])[C:15](=[O:26])[N:16]3[CH2:19][C:20]3[CH:21]=[N:22][CH:23]=[CH:24][CH:25]=3)=[N:11][CH:10]=2)=[CH:4][CH:3]=1.O[O:38][S:39]([O-:41])=O.[K+]>CO.O>[O:38]=[S:39]1(=[O:41])[CH2:34][CH2:35][CH:30]([NH:29][C:27]([C:14]2[C:15](=[O:26])[N:16]([CH2:19][C:20]3[CH:21]=[N:22][CH:23]=[CH:24][CH:25]=3)[C:17]3[C:12]([C:13]=2[OH:36])=[N:11][CH:10]=[C:9]([CH2:8][C:5]2[CH:6]=[CH:7][C:2]([F:1])=[CH:3][CH:4]=2)[CH:18]=3)=[O:28])[CH2:31][CH2:32]1 |f:1.2|. Procedure: To a solution of 7-[(4-fluorophenyl)methyl]-4-hydroxy-2-oxo-1-(3-pyridinylmethyl)-N-(tetrahydro-2H-thiopyran-4-yl)-1,2-dihydro-1,5-naphthyridine-3-carboxamide (24 mg, 0.05 mmol) in methanol (4 mL) was added Oxone (59.3 mg, 0.10 mmol) as a solution in water (1 mL). The resultant mixture was stirred overnight and then concentrated in vacuo. Ethyl acetate was added followed by water. The organics were washed with brine and the aqueous layer extracted with ethyl acetate. The combined organics were d...